This data is from the Open Reaction Database (ORD), a public repository of structured organic reaction records. The task is: describe an organic reaction: reactants, conditions, products, and yield Starting materials: BrC1=C(C(=CC(=C1)C)Br)OCCBr (2-(2,6-dibromo-4-methylphenyloxy)ethyl bromide), [Li]CCCC (n-BuLi), C(=O)=O.CC(=O)C (dry ice acetone), [Li]CCCC (n-BuLi), C(=O)=O (dry ice). Solvent: C1CCOC1 (THF), CCCCCC (hexane). Conditions: time 30 minute. Product: CC1=CC2=C(OCC2)C(=C1)C(=O)O (5-methyl-2,3-dihydrobenzo[b]furan-7-carboxylic acid). Isolated yield 90.7%. As a reaction SMILES: Br[C:2]1[CH:7]=[C:6]([CH3:8])[CH:5]=[C:4](Br)[C:3]=1[O:10][CH2:11][CH2:12]Br.[Li]CCCC.[C:19](=[O:21])=[O:20].CC(C)=O.C(=O)=O>C1COCC1.CCCCCC>[CH3:8][C:6]1[CH:5]=[C:4]([C:19]([OH:21])=[O:20])[C:3]2[O:10][CH2:11][CH2:12][C:2]=2[CH:7]=1 |f:2.3|. Procedure details: To a stirred solution of 2-(2,6-dibromo-4-methylphenyloxy)ethyl bromide (19) (5.82 g, 15.6 mmol) in dry THF (90 ml) and hexane (30 ml) under argon there was added 7.8 ml of n-BuLi (2.5M in hexane) at -78° C. (dry ice/acetone bath). After 30 minutes at -78° C., an additional 7.8 ml of n-BuLi was added. After an additional 1 hour stirring, the light yellow reaction solution was poured into a slurry of dry ice (prewashed with dry ether). After the mixture had come to room temperature, the precipita... The reactants are C(CCCCCCCCC)OC1=CC=C(C=C1)C#CC1=CC=C(C=C1)O (4-decyloxy-4'-hydroxytolane), FC(C(C(OC(C(OC(COCCCBr)(F)F)(F)F)(F)F)(F)F)(F)F)(C(F)(F)F)F (3-(2-(2-(nonafluorobutoxy)tetrafluoroethoxy)-2,2-difluoroethoxy)propyl bromide). Yields the product C(CCCCCCCCC)OC1=CC=C(C=C1)C#CC1=CC=C(C=C1)OCCCOCC(F)(F)OC(C(OC(C(C(C(F)(F)F)(F)F)(F)F)(F)F)(F)F)(F)F (4-Decyloxy-4'-(3-(2-(2-(nonafluorobutoxy)tetrafluoroethoxy)-2,2-difluoroethoxy)propyloxy)tolane). As a reaction SMILES: [CH2:1]([O:11][C:12]1[CH:17]=[CH:16][C:15]([C:18]#[C:19][C:20]2[CH:25]=[CH:24][C:23]([OH:26])=[CH:22][CH:21]=2)=[CH:14][CH:13]=1)[CH2:2][CH2:3][CH2:4][CH2:5][CH2:6][CH2:7][CH2:8][CH2:9][CH3:10].[F:27][C:28]([F:56])([C:52]([F:55])([F:54])[F:53])[C:29]([F:51])([F:50])[C:30]([F:49])([F:48])[O:31][C:32]([F:47])([F:46])[C:33]([F:45])([F:44])[O:34][C:35]([F:43])([F:42])[CH2:36][O:37][CH2:38][CH2:39][CH2:40]Br>>[CH2:1]([O:11][C:12]1[CH:13]=[CH:14][C:15]([C:18]#[C:19][C:20]2[CH:25]=[CH:24][C:23]([O:26][CH2:40][CH2:39][CH2:38][O:37][CH2:36][C:35]([O:34][C:33]([F:44])([F:45])[C:32]([F:46])([F:47])[O:31][C:30]([F:48])([F:49])[C:29]([F:50])([F:51])[C:28]([F:27])([F:56])[C:52]([F:55])([F:54])[F:53])([F:43])[F:42])=[CH:22][CH:21]=2)=[CH:16][CH:17]=1)[CH2:2][CH2:3][CH2:4][CH2:5][CH2:6][CH2:7][CH2:8][CH2:9][CH3:10]. Procedure details: The title compound was prepared essentially as in Example 1 by combining 4-decyloxy-4'-hydroxytolane (1.5 g, 4.3 mmol, prepared essentially as described in EP 641850) with 3-(2-(2-(nonafluorobutoxy)tetrafluoroethoxy)-2,2-difluoroethoxy)propyl bromide (2.6 g, 4.7 mmol). The reaction mixture was quenched with water, and the resulting crude product was further purified by recrystallization from ethanol, followed by Kugelrohr distillation (200-220° C. at 0.5 torr), to provide a yield of 2.64 g. Reactants: C(C#CC)OC1=CC=C(C=C1)S(=O)(=O)Cl (4-But-2-ynyloxy-benzenesulfonyl chloride), [F-].[K+].[F-].[F-].[Ca+2] (KF CaF2). Run at time 4 hour. The product is C(C#CC)OC1=CC=C(C=C1)S(=O)(=O)F (4-But-2-ynyloxybenzenesulfonyl fluoride). The yield is 80.3%. RXN SMILES: [CH2:1]([O:5][C:6]1[CH:11]=[CH:10][C:9]([S:12](Cl)(=[O:14])=[O:13])=[CH:8][CH:7]=1)[C:2]#[C:3][CH3:4].[F-:16].[K+].[F-].[F-].[Ca+2]>>[CH2:1]([O:5][C:6]1[CH:11]=[CH:10][C:9]([S:12]([F:16])(=[O:14])=[O:13])=[CH:8][CH:7]=1)[C:2]#[C:3][CH3:4] |f:1.2.3.4.5|. Reported procedure: To a solution of 4-but-2-ynyloxybenzenesulfonyl chloride (prepared from Example 30, step 4) (2.0 g, 8.18 mmol) in acetonitrle (10 ml) was added KF-CaF2 (2.85 g, 16.3 mmol) and the resulting mixture was stirred for 4 hours at room temperature. The reaction mixture was filtered and the filterate was concentrated. The crude product was dissolved in EtOAc and washed with water. The organic layer was dried over anhydrous Na2SO4 and the solvent was removed to obtain 1.5 g (80%) of the product as solid...